Dataset: the Open Reaction Database (ORD), a public repository of structured organic reaction records. Task: describe an organic reaction: reactants, conditions, products, and yield The reactants are C(C1=CC=CC=C1)OC[C@H]([C@](CCC=C)(C)OC)OC1OCCCC1 ((2R,3R)l-benzyloxy-2-tetrahydro-pyranyloxy-3-methoxy-3-methyl-6-heptene), [H][H] (hydrogen). The reagents and catalysts are [OH-].[OH-].[Pd+2] (Pd(OH)2 on carbon). The solvent is CO (methanol). Product: O1C(CCCC1)O[C@H](CO)[C@](CCCC)(C)OC ((2R,3R)2-TETRAHYDROPYRANYLOXY-3-METHOXY-3-METHYL-1-HEPTANOL). Reaction SMILES: C([O:8][CH2:9][C@@H:10]([O:19][CH:20]1[CH2:25][CH2:24][CH2:23][CH2:22][O:21]1)[C@@:11]([O:17][CH3:18])([CH3:16])[CH2:12][CH2:13][CH:14]=[CH2:15])C1C=CC=CC=1.[H][H]>CO.[OH-].[OH-].[Pd+2]>[O:21]1[CH2:22][CH2:23][CH2:24][CH2:25][CH:20]1[O:19][C@@H:10]([C@@:11]([O:17][CH3:18])([CH3:16])[CH2:12][CH2:13][CH2:14][CH3:15])[CH2:9][OH:8] |f:3.4.5|. Procedure details: A mixture of (2R,3R)l-benzyloxy-2-tetrahydro-pyranyloxy-3-methoxy-3-methyl-6-heptene (1.78 mmol, 620 mg) and Pd(OH)2 on carbon (60 mg) in methanol (8 ml) is stirred 3 h under an hydrogen atmosphere whereby 82 ml of hydrogen is absorbed. The catalyst is filtered, washed with methanol and the methanol is removed in vacuo. The alcohol 12b is used as such in the next reaction. Starting materials: CC(=O)O[BH-](OC(C)=O)OC(C)=O, CC(=O)O, CO, [Na+], Cc1cc(C2CCCN2CCNCc2ccc3c(c2)OCCO3)nc(-n2ccnc2)n1. Product: Cc1cc(C2CCCN2CCN(C)Cc2ccc3c(c2)OCCO3)nc(-n2ccnc2)n1. As a reaction SMILES: [C:36]([O:37][BH-:38]([O:39][C:40](=[O:41])[CH3:42])[O:43][C:44](=[O:45])[CH3:46])(=[O:47])[CH3:48].[CH3:32][C:33](=[O:34])[OH:35].[CH3:50][OH:51].[Na+:49].[O:1]1[CH2:2][CH2:3][O:4][c:5]2[c:6]1[cH:7][cH:8][c:9]([CH2:11][NH:12][CH2:13][CH2:14][N:15]1[CH:16]([c:20]3[n:21][c:22](-[n:27]4[cH:28][n:29][cH:30][cH:31]4)[n:23][c:24]([CH3:26])[cH:25]3)[CH2:17][CH2:18][CH2:19]1)[cH:10]2>>[O:1]1[CH2:2][CH2:3][O:4][c:5]2[c:6]1[cH:7][cH:8][c:9]([CH2:11][N:12]([CH2:13][CH2:14][N:15]1[CH:16]([c:20]3[n:21][c:22](-[n:27]4[cH:28][n:29][cH:30][cH:31]4)[n:23][c:24]([CH3:26])[cH:25]3)[CH2:17][CH2:18][CH2:19]1)[CH3:32])[cH:10]2. The reactants are FC(C(=O)C1=NC2=C(N1)C=C(C(=C2)C#N)C(F)(F)F)(F)F (2-(2,2,2-Trifluoro-acetyl)-6-trifluoromethyl-1H-benzoimidazole-5-carbonitrile), Cl (HCl), C(C#C)Br (propargyl bromide), [In] (indium). The solvent is C1CCOC1 (THF), O (water), C(C)(=O)OCC (ethyl acetate). Yields the product OC(CC#C)(C(F)(F)F)C1=NC2=C(N1)C=C(C(=C2)C#N)C(F)(F)F (2-(1-Hydroxy-1-trifluoromethyl-but-3-ynyl)-6-trifluoromethyl-1H-benzoimidazole-5-carbonitrile). RXN SMILES: [F:1][C:2]([F:21])([F:20])[C:3]([C:5]1[NH:9][C:8]2[CH:10]=[C:11]([C:16]([F:19])([F:18])[F:17])[C:12]([C:14]#[N:15])=[CH:13][C:7]=2[N:6]=1)=[O:4].[CH2:22](Br)[C:23]#[CH:24].[In].Cl>C1COCC1.O.C(OCC)(=O)C>[OH:4][C:3]([C:5]1[NH:9][C:8]2[CH:10]=[C:11]([C:16]([F:17])([F:18])[F:19])[C:12]([C:14]#[N:15])=[CH:13][C:7]=2[N:6]=1)([C:2]([F:20])([F:1])[F:21])[CH2:24][C:23]#[CH:22]. Procedure: 2-(2,2,2-Trifluoro-acetyl)-6-trifluoromethyl-1H-benzoimidazole-5-carbonitrile (0.31 g; 0.94 mmol), propargyl bromide (80% in toluene; 1.1 mL; 12.3 mmol) and indium (1.08 g; 9.5 mmol) were suspended in THF (12 mL) and 0.03 M HCl (10 mL) and stirred vigorously overnight. The reaction mixture was then diluted with water (60 mL) and ethyl acetate (40 mL), the layers were separated and the aqueous layer was extracted with ethyl acetate (3×20 mL). The combined extracts were washed with brine (50 mL) a... The reactants are O=C([O-])[O-], CI, Clc1nsnc1-c1cccnc1, [K+], [K+], [Na], CN(C)C=O, O, S. Product: CSc1nsnc1-c1cccnc1. RXN SMILES: [C:15](=[O:16])([O-:17])[O-:18].[CH3:21][I:22].[Cl:3][c:4]1[n:5][s:6][n:7][c:8]1-[c:9]1[cH:10][n:11][cH:12][cH:13][cH:14]1.[K+:19].[K+:20].[Na:2].[O:23]=[CH:24][N:25]([CH3:26])[CH3:27].[OH2:28].[SH2:1]>>[S:1]([c:4]1[n:5][s:6][n:7][c:8]1-[c:9]1[cH:10][n:11][cH:12][cH:13][cH:14]1)[CH3:21].